Dataset: the Open Reaction Database (ORD), a public repository of structured organic reaction records. Task: describe an organic reaction: reactants, conditions, products, and yield Starting materials: NC1=C(C=C(C=C1)SCC#C)[N+](=O)[O-] (1-amino-2-nitro-4-(prop-2-yn-1-ylthio)benzene), Cl (hydrochloric acid), C([O-])(O)=O.[K+] (potassium bicarbonate), Cl (hydrochloric acid), stannous chloride. Solvent: C(Cl)(Cl)Cl (chloroform). Reaction conditions: time 30 minute. The product is NC1=C(C=C(C=C1)SCC#C)N (1,2-diamino-4-(prop-2-yn-1-ylthio)benzene). Reaction SMILES: [NH2:1][C:2]1[CH:7]=[CH:6][C:5]([S:8][CH2:9][C:10]#[CH:11])=[CH:4][C:3]=1[N+:12]([O-])=O.Cl.C(=O)(O)[O-].[K+]>C(Cl)(Cl)Cl>[NH2:1][C:2]1[CH:7]=[CH:6][C:5]([S:8][CH2:9][C:10]#[CH:11])=[CH:4][C:3]=1[NH2:12] |f:2.3|. Procedure details: 4.8 G. of 1-amino-2-nitro-4-(prop-2-yn-1-ylthio)benzene in 14 ml. concentrated hydrochloric acid is treated with a solution of 24 g. stannous chloride in 14 ml. concentrated hydrochloric acid at 20°-30° C. After about 30 minutes, the mixture is neutralized with a saturated solution of potassium bicarbonate and chloroform added. The mixture is filtered, the chloroform layer separated, dried and evaporated yielding 1,2-diamino-4-(prop-2-yn-1-ylthio)benzene. The reactants are COC(=O)C=1OC2=C(C1)C=C(C(=C2C)C)O (5-Hydroxy-6,7-dimethyl-benzofuran-2-carboxylic acid methyl ester), O (water), [Li] (lithium), [H-] (hydride). Solvent: C1CCOC1 (THF). Conditions: time 4 hour. The product is OCC=1OC2=C(C1)C=C(C(=C2C)C)O (2-Hydroxymethyl-6,7-dimethyl-benzofuran-5-ol). Isolated yield 44.1%. As a reaction SMILES: C[O:2][C:3]([C:5]1[O:6][C:7]2[C:13]([CH3:14])=[C:12]([CH3:15])[C:11]([OH:16])=[CH:10][C:8]=2[CH:9]=1)=O.[Li].[H-].O>C1COCC1>[OH:2][CH2:3][C:5]1[O:6][C:7]2[C:13]([CH3:14])=[C:12]([CH3:15])[C:11]([OH:16])=[CH:10][C:8]=2[CH:9]=1 |^1:16|. Reported procedure: 5-Hydroxy-6,7-dimethyl-benzofuran-2-carboxylic acid methyl ester (231 mg) prepared as in Example 2, was dissolved in THF and lithium alumininum hydride (93 mg) was added. The mixture was stirred at room temperature for 4 h. Then the solution was poured into water and extracted with ethylacetate. The ethyl acetate was washed with water and brine, dried over MgSO4 and concentrated. Purification by silica gel column eluting with 50% EtOAc in hexane gave 89 mg of 2-Hydroxymethyl-6,7-dimethyl-benzofu... The reactants are C1(=CC=CC=C1)CC(=O)[O-] (phenylacetate), [Li+].[OH-] (LiOH). Product: C1(=CC=CC=C1)CC(=O)O (phenylacetic acid). As a reaction SMILES: [C:1]1([CH2:7][C:8]([O-:10])=[O:9])[CH:6]=[CH:5][CH:4]=[CH:3][CH:2]=1.[Li+].[OH-]>>[C:1]1([CH2:7][C:8]([OH:10])=[O:9])[CH:6]=[CH:5][CH:4]=[CH:3][CH:2]=1 |f:1.2|. Procedure details: Using the procedure in Example 2, methyl 3-chloro-4-(7-(n-propyl)-3-(3,3,3-trifluoropropyl)-6-benz[4,5]isoxazoloxy)propylthio)-phenylacetate was saponified with LiOH to form 3-chloro-4-(7-(n-propyl)-3-(3,3,3-trifluoropropyl)-6-benz[4,5]isoxazoloxy)propylthio)phenylacetic acid. Starting materials: C(C)(C)(C)OC(=O)NC1CCC=2C=CC=C(C2C1)C(=O)O (7-((tert-butoxycarbonyl)amino)-5,6,7,8-tetrahydro-naphthalene-1-carboxylic acid), ice water, solution. Run in C1CCOC1 (THF). Product: OCC=1C=CC=C2CCC(CC12)NC(OC(C)(C)C)=O (tert-butyl (8-(hydroxymethyl)-1,2,3,4-tetrahydronaphthalen-2-yl)carbamate). Reaction SMILES: [C:1]([O:5][C:6]([NH:8][CH:9]1[CH2:18][C:17]2[C:16]([C:19](O)=[O:20])=[CH:15][CH:14]=[CH:13][C:12]=2[CH2:11][CH2:10]1)=[O:7])([CH3:4])([CH3:3])[CH3:2]>C1COCC1>[OH:20][CH2:19][C:16]1[CH:15]=[CH:14][CH:13]=[C:12]2[C:17]=1[CH2:18][CH:9]([NH:8][C:6](=[O:7])[O:5][C:1]([CH3:3])([CH3:2])[CH3:4])[CH2:10][CH2:11]2. Procedure: To a flask was added 7-((tert-butoxycarbonyl)amino)-5,6,7,8-tetrahydro-naphthalene-1-carboxylic acid (20-1) (2.02 g, 6.93 mmol), then anhydrous THF (20 mL). The reaction mixture was cooled to 0 C (ice water bath) while stirring under an atmosphere of nitrogen. Then a 1M solution of BORANE TETRAHYDROFURAN COMPLEX (30 mL, 30.0 mmol) was added dropwise while stirring. The reaction mixture was stirred at 0 C for 1.5 hours. Followed by LC/MS. The reaction mixture was then uncapped (always at 0 C), th...